This data is from the Open Reaction Database (ORD), a public repository of structured organic reaction records. The task is: describe an organic reaction: reactants, conditions, products, and yield Reactants: CCOC(=O)CCc1ccc(N)cc1, Cl, O=N[O-], [Na+]. Yields the product CCOC(=O)CCc1ccc(NN)cc1. As a reaction SMILES: [CH2:1]([CH3:2])[O:3][C:4]([CH2:5][CH2:6][c:7]1[cH:8][cH:9][c:10]([NH2:13])[cH:11][cH:12]1)=[O:14].[ClH:19].[N:15]([O-:16])=[O:17].[Na+:18]>>[CH2:1]([CH3:2])[O:3][C:4]([CH2:5][CH2:6][c:7]1[cH:8][cH:9][c:10]([NH:13][NH2:15])[cH:11][cH:12]1)=[O:14]. The reactants are C(C)OC(COC1=C2CCC3=C(N=C(S3)S)C2=CC=C1)=O (ethyl[(2-mercapto-4,5-dihydronaphtho[1,2-d]thiazol-6-yl)oxy]acetate), C1(=CC=CC=C1)C(CCCI)C1=CC=CC=C1 (4,4-diphenylbutyl iodide). The product is C1(=CC=CC=C1)C(CCCSC=1SC2=C(N1)C1=CC=CC(=C1CC2)OCC(=O)O)C2=CC=CC=C2 ([[2-(4,4-Diphenylbutyl)thio-4,5-dihydronaphtho[1,2-d]thiazol-6-yl]oxy]acetic Acid). Isolated yield 43.0%. RXN SMILES: C([O:3][C:4](=[O:21])[CH2:5][O:6][C:7]1[CH:20]=[CH:19][CH:18]=[C:17]2[C:8]=1[CH2:9][CH2:10][C:11]1[S:15][C:14]([SH:16])=[N:13][C:12]=12)C.[C:22]1([CH:28]([C:33]2[CH:38]=[CH:37][CH:36]=[CH:35][CH:34]=2)[CH2:29][CH2:30][CH2:31]I)[CH:27]=[CH:26][CH:25]=[CH:24][CH:23]=1>>[C:22]1([CH:28]([C:33]2[CH:34]=[CH:35][CH:36]=[CH:37][CH:38]=2)[CH2:29][CH2:30][CH2:31][S:16][C:14]2[S:15][C:11]3[CH2:10][CH2:9][C:8]4[C:17](=[CH:18][CH:19]=[CH:20][C:7]=4[O:6][CH2:5][C:4]([OH:3])=[O:21])[C:12]=3[N:13]=2)[CH:27]=[CH:26][CH:25]=[CH:24][CH:23]=1. Procedure details: Using ethyl[(2-mercapto-4,5-dihydronaphtho[1,2-d]thiazol-6-yl)oxy]acetate and 4,4-diphenylbutyl iodide, the procedure of Example 1 was otherwise repeated to synthesize the title compound. Yield 43%. Reactants: FC=1N(C=C(N1)C=O)C(C1=CC=CC=C1)(C1=CC=CC=C1)C1=CC=CC=C1 (2-Fluoro-4-formyl-1-triphenylmethylimidazole), [BH4-].[Na+] (sodium borohydride). Run in C1CCOC1 (THF), C(C)(C)O (isopropanol). Product: FC=1N(C=C(N1)CO)C(C1=CC=CC=C1)(C1=CC=CC=C1)C1=CC=CC=C1 (2-fluoro-4-hydroxymethyl-1-triphenylmethylimidazole). As a reaction SMILES: [F:1][C:2]1[N:3]([C:9]([C:22]2[CH:27]=[CH:26][CH:25]=[CH:24][CH:23]=2)([C:16]2[CH:21]=[CH:20][CH:19]=[CH:18][CH:17]=2)[C:10]2[CH:15]=[CH:14][CH:13]=[CH:12][CH:11]=2)[CH:4]=[C:5]([CH:7]=[O:8])[N:6]=1.[BH4-].[Na+]>C1COCC1.C(O)(C)C>[F:1][C:2]1[N:3]([C:9]([C:10]2[CH:15]=[CH:14][CH:13]=[CH:12][CH:11]=2)([C:16]2[CH:17]=[CH:18][CH:19]=[CH:20][CH:21]=2)[C:22]2[CH:27]=[CH:26][CH:25]=[CH:24][CH:23]=2)[CH:4]=[C:5]([CH2:7][OH:8])[N:6]=1 |f:1.2|. Procedure details: 2-Fluoro-4-formyl-1-triphenylmethylimidazole was dissolved in a 2:1 (v/v) mixture of THF and isopropanol and treated with sodium borohydride at 20°. After 5 minutes the reaction was quenched with water. Extractive work-up and final trituration with MeOH gave 2-fluoro-4-hydroxymethyl-1-triphenylmethylimidazole. This was reacted with methanesulphonyl chloride and triethylamine in CH2Cl2 at ambient temperature to give 4-chloromethyl-2-fluoro-1-triphenylmethylimidazole. This was treated at ambient t... Reactants: C(C)C=1OC2=C(C1C)C=CC=C2C(C(=O)OCC)N(CC)CC (ethyl 2-(2-ethyl-3-methylbenzofuran-7-yl)-2-(diethylamino)acetate), [H-].[Al+3].[Li+].[H-].[H-].[H-] (lithium aluminium hydride), O (water), [OH-].[Na+] (sodium hydroxide), O (water). Run in O1CCCC1 (tetrahydrofuran), O1CCCC1 (tetrahydrofuran). Conditions: temperature 0 celsius, time 1 hour. Product: C(C)C=1OC2=C(C1C)C=CC=C2C(CO)N(CC)CC (2-ethyl-3-methyl-7-(1-diethylamino-2-hydroxyethyl)benzofuran). Yield: 95.7%. RXN SMILES: [H-].[Al+3].[Li+].[H-].[H-].[H-].[CH2:7]([C:9]1[O:10][C:11]2[C:18]([CH:19]([N:25]([CH2:28][CH3:29])[CH2:26][CH3:27])[C:20](OCC)=[O:21])=[CH:17][CH:16]=[CH:15][C:12]=2[C:13]=1[CH3:14])[CH3:8].O.[OH-].[Na+]>O1CCCC1>[CH2:7]([C:9]1[O:10][C:11]2[C:18]([CH:19]([N:25]([CH2:28][CH3:29])[CH2:26][CH3:27])[CH2:20][OH:21])=[CH:17][CH:16]=[CH:15][C:12]=2[C:13]=1[CH3:14])[CH3:8] |f:0.1.2.3.4.5,8.9|. Procedure: 300 mg (7.87 mmol) of lithium aluminium hydride and 10 ml of anhydrous tetrahydrofuran are introduced into a 100 ml round-bottomed flask. This suspension is cooled to 0° C. by an ice bath and a solution of 1 g (3.15 mmol) of ethyl 2-(2-ethyl-3-methylbenzofuran-7-yl)-2-(diethylamino)acetate in 20 ml of tetrahydrofuran is added dropwise. The reaction mixture is stirred for 1 hour at room temperature and then hydrolysed by the successive addition of 0.3 ml of water, 0.3 ml of a 15% sodium hydroxide... Reactants: Br.BrC=1C=C(C=CC1)C=1N=C(SC1)N (4-(3-bromo-phenyl)-thiazol-2-ylamine hydrobromide), C1(=CC=C(C=C1)S(=O)(=O)Cl)C (p-toluenesulfonyl chloride), Cl (hydrochloric acid). Run in N1=CC=CC=C1 (pyridine). Reaction conditions: time 30 minute. Product: BrC=1C=C(C=CC1)C=1N=C(SC1)NS(=O)(=O)C1=CC=C(C=C1)C (N-[4-(3-Bromo-phenyl)-thiazol-2-yl]-4-methyl-benzenesulfonamide). As a reaction SMILES: Br.[Br:2][C:3]1[CH:4]=[C:5]([C:9]2[N:10]=[C:11]([NH2:14])[S:12][CH:13]=2)[CH:6]=[CH:7][CH:8]=1.[C:15]1([CH3:25])[CH:20]=[CH:19][C:18]([S:21](Cl)(=[O:23])=[O:22])=[CH:17][CH:16]=1.Cl>N1C=CC=CC=1>[Br:2][C:3]1[CH:4]=[C:5]([C:9]2[N:10]=[C:11]([NH:14][S:21]([C:18]3[CH:19]=[CH:20][C:15]([CH3:25])=[CH:16][CH:17]=3)(=[O:23])=[O:22])[S:12][CH:13]=2)[CH:6]=[CH:7][CH:8]=1 |f:0.1|. Procedure: A mixture of 0.5 g of 4-(3-bromo-phenyl)-thiazol-2-ylamine hydrobromide with 0.31 g of p-toluenesulfonyl chloride was stirred overnight with 2 ml of pyridine. The resulting, red colored suspension was poured into 30 ml of 1N hydrochloric acid and the solid which thereby separated was filtered off and dissolved in a mixture of 20 ml of ethanol and 20 ml of 2N sodium hydroxide solution. After the addition of 0.4 g of active charcoal the mixture was stirred at room temperature for 30 minutes and su...